This data is from the Open Reaction Database (ORD), a public repository of structured organic reaction records. The task is: describe an organic reaction: reactants, conditions, products, and yield Starting materials: C(CCC=C)C(CO)CO (2-(4-pentenyl)-1,3-propanediol), C(CC=C)OC1=CC=C(C=O)C=C1 (p-(3-butenyl)oxybenzaldehyde). The reagents and catalysts are S(O)(O)(=O)=O (sulphuric acid). Run in C1(=CC=CC=C1)C (toluene). Run at time 2.5 hour. The product is C(CC=C)OC1=CC=C(C=C1)[C@@H]1OC[C@H](CO1)CCCC=C (trans-2-[p-(3-butenyl)oxyphenyl]-5-(4-pentenyl)-m-dioxane). As a reaction SMILES: [CH2:1]([CH:6]([CH2:9][OH:10])[CH2:7][OH:8])[CH2:2][CH2:3][CH:4]=[CH2:5].[CH2:11]([O:15][C:16]1[CH:23]=[CH:22][C:19]([CH:20]=O)=[CH:18][CH:17]=1)[CH2:12][CH:13]=[CH2:14]>S(=O)(=O)(O)O.C1(C)C=CC=CC=1>[CH2:11]([O:15][C:16]1[CH:17]=[CH:18][C:19]([C@H:20]2[O:10][CH2:9][C@H:6]([CH2:1][CH2:2][CH2:3][CH:4]=[CH2:5])[CH2:7][O:8]2)=[CH:22][CH:23]=1)[CH2:12][CH:13]=[CH2:14]. Procedure details: A mixture of 3.6 g of 2-(4-pentenyl)-1,3-propanediol, 4,4 of p-(3-butenyl)oxybenzaldehyde, 75 ml of toluene and 3 drops of 10 percent sulphuric acid is heated to boiling for 2.5 hours, whereby about 50 ml of wet solvent are distilled off and are replaced by the dropwise addition of 50 ml of fresh toluene. Thereafter, the mixture is neutralized with 4 drops of triethylamine and, after cooling, is washed with 5 percent sodium hydrogen carbonate solution and water. The organic phase is dried over s... The reactants are COC(C(NC1=C(C=CC=C1Cl)[N+](=O)[O-])(C)C)=O (N-(6-Chloro-2-nitrophenyl)-2-methylalanine methyl ester), C(C)(=O)[O-].[Na+] (sodium acetate), C([O-])(O)=O.[Na+] (sodium bicarbonate), S(=O)(=O)([O-])[O-].[Mg+2] (magnesium sulfate). The reagents and catalysts are [Cl-].[Cl-].[Cl-].[Ti+3] (titanium trichloride). Run in O (water), CO (methanol), C(C)(=O)OCC (ethyl acetate). Reaction conditions: time 3 hour. Product: ClC1=C2NC(C(NC2=CC=C1)=O)(C)C (5-Chloro-3,3-dimethyl-1,2,3,4-tetrahydroquinoxalin-2-one). RXN SMILES: C[O:2][C:3](=O)[C:4]([CH3:17])([CH3:16])[NH:5][C:6]1[C:11]([Cl:12])=[CH:10][CH:9]=[CH:8][C:7]=1[N+:13]([O-])=O.C([O-])(=O)C.[Na+].C(=O)(O)[O-].[Na+].S([O-])([O-])(=O)=O.[Mg+2]>[Cl-].[Cl-].[Cl-].[Ti+3].C(OCC)(=O)C.O.CO>[Cl:12][C:11]1[CH:10]=[CH:9][CH:8]=[C:7]2[C:6]=1[NH:5][C:4]([CH3:17])([CH3:16])[C:3](=[O:2])[NH:13]2 |f:1.2,3.4,5.6,7.8.9.10|. Procedure details: Aqueous titanium trichloride (20%, 375 ml) is added dropwise over 15 min to a mixture of N-(6-chloro-2-nitrophenyl)-2-methylalanine methyl ester (XI, EXAMPLE 15, 15.7 g), sodium acetate (268 g), methanol (339 ml) and water (174 ml) at 20°-25°. After stirring for 3 hr at 20°-25°, addition of 950 ml of aqueous sodium bicarbonate, extraction with ethyl acetate several times, stirring with magnesium sulfate and concentration gives the title compound; mp 153°-156°; IR (mineral oil) 3369, 2954, 2924, ... Reactants: C(C)OC(=O)C1N(CC(C1)S(=O)(=O)C1=C(C=CC=C1)C(F)(F)F)C1=CC(=CC=C1)C(F)(F)F (4-(2-trifluoromethyl-benzenesulfonyl)-1-(3-trifluoromethyl-phenyl)-pyrrolidine-2-carboxylic acid ethyl ester), [OH-].[Li+] (lithium hydroxide). The product is FC(C1=C(C=CC=C1)S(=O)(=O)C1CC(N(C1)C1=CC(=CC=C1)C(F)(F)F)C(=O)O)(F)F (4-(2-Trifluoromethyl-benzenesulfonyl)-1-(3-trifluoromethyl-phenyl)-pyrrolidine-2-carboxylic acid). As a reaction SMILES: C([O:3][C:4]([CH:6]1[CH2:10][CH:9]([S:11]([C:14]2[CH:19]=[CH:18][CH:17]=[CH:16][C:15]=2[C:20]([F:23])([F:22])[F:21])(=[O:13])=[O:12])[CH2:8][N:7]1[C:24]1[CH:29]=[CH:28][CH:27]=[C:26]([C:30]([F:33])([F:32])[F:31])[CH:25]=1)=[O:5])C.[OH-].[Li+]>>[F:22][C:20]([F:21])([F:23])[C:15]1[CH:16]=[CH:17][CH:18]=[CH:19][C:14]=1[S:11]([CH:9]1[CH2:8][N:7]([C:24]2[CH:29]=[CH:28][CH:27]=[C:26]([C:30]([F:33])([F:32])[F:31])[CH:25]=2)[CH:6]([C:4]([OH:5])=[O:3])[CH2:10]1)(=[O:12])=[O:13] |f:1.2|. Reported procedure: In analogy to the procedure described in example 253e, 4-(2-trifluoromethyl-benzenesulfonyl)-1-(3-trifluoromethyl-phenyl)-pyrrolidine-2-carboxylic acid ethyl ester was saponified in the presence of lithium hydroxide to give the title compound as white solid which was used in the next step without further purification. MS (ESI): m/z=468.1 [M+H]+. The reactants are N1C(=NC=C1)CC1=C(C=CC=C1)NC(=O)N1CCN(CCC1)C (1-[2-(2-imidazolylmethyl)phenylcarbamoyl]-4-methylhomopiperazine), P(Cl)(Cl)(Cl)(Cl)Cl (phosphorous pentachloride). Solvent: P(=O)(Cl)(Cl)Cl (phosphorus oxychloride). Reaction conditions: time 4 hour. The product is CN1CCN(CCC1)C1=NC2=C(CC=3N1C=CN3)C=CC=C2 (5-(4-methyl-1-homopiperazinyl)-11H-imidazo[1,2-c][1,3]benzodiazepine). RXN SMILES: [NH:1]1[CH:5]=[CH:4][N:3]=[C:2]1[CH2:6][C:7]1[CH:12]=[CH:11][CH:10]=[CH:9][C:8]=1[NH:13][C:14]([N:16]1[CH2:22][CH2:21][CH2:20][N:19]([CH3:23])[CH2:18][CH2:17]1)=O.P(Cl)(Cl)(Cl)(Cl)Cl>P(Cl)(Cl)(Cl)=O>[CH3:23][N:19]1[CH2:20][CH2:21][CH2:22][N:16]([C:14]2[N:3]3[CH:4]=[CH:5][N:1]=[C:2]3[CH2:6][C:7]3[CH:12]=[CH:11][CH:10]=[CH:9][C:8]=3[N:13]=2)[CH2:17][CH2:18]1. Reported procedure: To a suspension of 2.46 g of 1-[2-(2-imidazolylmethyl)phenylcarbamoyl]-4-methylhomopiperazine in 19.4 ml of phosphorus oxychloride was added at once 1.66 g of phosphorous pentachloride and the mixture was stirred at room temperature for 4 hours. The mixture was evaporated to dryness, the residue was suspended in 45.2 ml of methylene chloride, the suspension was cooled to 0° and 21.4 ml of triethylamine were added dropwise with stirring over a period of 15 minutes. The mixture was allowed to warm... Reactants: C(C)NCC (diethylamine), [I-].ClC1=CC=CC2=[S+]C3=CC=CC=C3N=C12 (1-Chlorophenothiazin-5-ium Iodide), C(=O)(OC(C)(C)C)N1CCNCC1 (1-Boc-piperazine). Solvent: C(Cl)(Cl)Cl (CHCl3), CO (MeOH). Reaction conditions: time 24 hour. Yields the product [I-].C(C)(C)(C)OC(=O)N1CCN(CC1)C=1C=C2[S+]=C3C=C(C=C(C3=NC2=CC1)Cl)N(CC)CC (7-(4-(tert-butoxycarbonyl)piperazin-1-yl)-1-chloro-3-(diethylamino)phenothiazin-5-ium iodide). Isolated yield 1.8%. As a reaction SMILES: [I-:1].[Cl:2][C:3]1[C:16]2[C:7](=[S+:8][C:9]3[C:14]([N:15]=2)=[CH:13][CH:12]=[CH:11][CH:10]=3)[CH:6]=[CH:5][CH:4]=1.[CH2:17]([NH:19][CH2:20][CH3:21])[CH3:18].[C:22]([N:29]1[CH2:34][CH2:33][NH:32][CH2:31][CH2:30]1)([O:24][C:25]([CH3:28])([CH3:27])[CH3:26])=[O:23]>C(Cl)(Cl)Cl.CO>[I-:1].[C:25]([O:24][C:22]([N:29]1[CH2:30][CH2:31][N:32]([C:11]2[CH:10]=[C:9]3[C:14](=[CH:13][CH:12]=2)[N:15]=[C:16]2[C:7]([CH:6]=[C:5]([N:19]([CH2:20][CH3:21])[CH2:17][CH3:18])[CH:4]=[C:3]2[Cl:2])=[S+:8]3)[CH2:33][CH2:34]1)=[O:23])([CH3:28])([CH3:27])[CH3:26] |f:0.1,6.7|. Procedure: 1-Chlorophenothiazin-5-ium Iodide (350 mg, 0.473 mmol) was dissolved in CHCl3 (5 mL) and diethylamine (0.1 mL, 1.04 mmol) was added. The resulting mixture was allowed to stir at RT for 24 h. The solvent was removed and the crude material was used without purification. The crude material was dissolved in MeOH (5 mL) and 1-Boc-piperazine (177 mg, 0.95 mmol) was added as a solution in MeOH (2 mL) and thje mixture was stirred for 24 h. The solvent was evaporated and a portion of the material was pur... The reactants are Cl.FC=1C=C(C=CC1)S(=O)(=O)C=1C=C2CCCC(C2=CC1)CN (C-[6-(3-Fluoro-benzenesulfonyl)-1,2,3,4-tetrahydro-naphthalen-1-yl]-methylamine hydrochloride), S(=O)(=O)(N)N (sulfamide), O (water). Run in O1CCOCC1 (dioxane). Yields the product FC=1C=C(C=CC1)S(=O)(=O)C=1C=C2CCC[C@H](C2=CC1)CNS(=O)(=O)N ((R)—N-[6-(3-fluoro-benzenesulfonyl)-1,2,3,4-tetrahydro-naphthalen-1-ylmethyl]-aminosulfonamide). Yield: 100.4%. RXN SMILES: Cl.[F:2][C:3]1[CH:4]=[C:5]([S:9]([C:12]2[CH:13]=[C:14]3[C:19](=[CH:20][CH:21]=2)[CH:18]([CH2:22][NH2:23])[CH2:17][CH2:16][CH2:15]3)(=[O:11])=[O:10])[CH:6]=[CH:7][CH:8]=1.[S:24](N)([NH2:27])(=[O:26])=[O:25].O>O1CCOCC1>[F:2][C:3]1[CH:4]=[C:5]([S:9]([C:12]2[CH:13]=[C:14]3[C:19](=[CH:20][CH:21]=2)[C@H:18]([CH2:22][NH:23][S:24]([NH2:27])(=[O:26])=[O:25])[CH2:17][CH2:16][CH2:15]3)(=[O:11])=[O:10])[CH:6]=[CH:7][CH:8]=1 |f:0.1|. Reported procedure: C-[6-(3-Fluoro-benzenesulfonyl)-1,2,3,4-tetrahydro-naphthalen-1-yl]-methylamine hydrochloride (0.25 gms, 0.7 mmole), sulfamide (70 mg) and water (10 mL) were added to 30 mL dioxane. The reaction mixture was refluxed for 24 hours, then cooled and concentrated under reduced pressure. The residue was recrystallized from EtOAc to give 280 mg of (R)—N-[6-(3-fluoro-benzenesulfonyl)-1,2,3,4-tetrahydro-naphthalen-1-ylmethyl]-aminosulfonamide, MS M+H=399.